This data is from the Open Reaction Database (ORD), a public repository of structured organic reaction records. The task is: describe an organic reaction: reactants, conditions, products, and yield The reactants are C(C)(C)(C)OC(=O)N1C=NC2=C1C=C(C=C2)N (6-Amino-benzoimidazole-1-carboxylic acid tert-butyl ester), BrC=1N=C(C=2N(C1)C=CN2)Br (6,8-Dibromo-imidazo[1,2-a]pyrazine), C(=O)([O-])[O-].[K+].[K+] (K2CO3). Solvent: C(C)#N (acetonitrile). The product is C(C)(C)(C)OC(=O)N1C=NC2=C1C=C(C=C2)NC=2C=1N(C=C(N2)Br)C=CN1 (6-(6-Bromo-imidazo[1,2-a]pyrazin-8-ylamino)-benzoimidazole-1-carboxylic acid tert-butyl ester). Reaction SMILES: [C:1]([O:5][C:6]([N:8]1[C:12]2[CH:13]=[C:14]([NH2:17])[CH:15]=[CH:16][C:11]=2[N:10]=[CH:9]1)=[O:7])([CH3:4])([CH3:3])[CH3:2].[Br:18][C:19]1[N:20]=[C:21](Br)[C:22]2[N:23]([CH:25]=[CH:26][N:27]=2)[CH:24]=1.C([O-])([O-])=O.[K+].[K+]>C(#N)C>[C:1]([O:5][C:6]([N:8]1[C:12]2[CH:13]=[C:14]([NH:17][C:21]3[C:22]4[N:23]([CH:25]=[CH:26][N:27]=4)[CH:24]=[C:19]([Br:18])[N:20]=3)[CH:15]=[CH:16][C:11]=2[N:10]=[CH:9]1)=[O:7])([CH3:4])([CH3:2])[CH3:3] |f:2.3.4|. Reported procedure: A quantity of 0.23 g (1 mmole) of 6-Amino-benzoimidazole-1-carboxylic acid tert-butyl ester is treated with 0.27 g (1 mmole) of 6,8-Dibromo-imidazo[1,2-a]pyrazine in acetonitrile with 3 eq. of K2CO3 at reflux for 16 hrs. The reaction mixture is cooled partitioned between ethyl acetate and water, the organic extracts are dried over anhydrous MgSO4 and evaporated in vacuo to afford 6-(6-Bromo-imidazo[1,2-a]pyrazin-8-ylamino)-benzoimidazole-1-carboxylic acid tert-butyl ester. 6-(6-Bromo-imidazo[1,2...